Dataset: the Open Reaction Database (ORD), a public repository of structured organic reaction records. Task: describe an organic reaction: reactants, conditions, products, and yield Starting materials: CC1=CC=CC(=C1C(C1=CC=CC=C1)N)N1CCCCC1 (6-methyl-α-phenyl-2-piperidino-benzylamine), C(C)OC=1C=C(C=CC1C(=O)OCC)CC(=O)O (3-ethoxy-4-ethoxycarbonyl-phenylacetic acid). Yields the product C(C)OC1=C(C(=O)OCC)C=CC(=C1)CC(=O)NC(C1=C(C=CC=C1C)N1CCCCC1)C1=CC=CC=C1 (Ethyl 2-ethoxy-4-[N-(6-methyl-α-phenyl-2-piperidinobenzyl)-aminocarbonylmethyl]-benzoate). As a reaction SMILES: [CH3:1][C:2]1[C:7]([CH:8]([NH2:15])[C:9]2[CH:14]=[CH:13][CH:12]=[CH:11][CH:10]=2)=[C:6]([N:16]2[CH2:21][CH2:20][CH2:19][CH2:18][CH2:17]2)[CH:5]=[CH:4][CH:3]=1.[CH2:22]([O:24][C:25]1[CH:26]=[C:27]([CH2:36][C:37](O)=[O:38])[CH:28]=[CH:29][C:30]=1[C:31]([O:33][CH2:34][CH3:35])=[O:32])[CH3:23]>>[CH2:22]([O:24][C:25]1[CH:26]=[C:27]([CH2:36][C:37]([NH:15][CH:8]([C:9]2[CH:14]=[CH:13][CH:12]=[CH:11][CH:10]=2)[C:7]2[C:2]([CH3:1])=[CH:3][CH:4]=[CH:5][C:6]=2[N:16]2[CH2:21][CH2:20][CH2:19][CH2:18][CH2:17]2)=[O:38])[CH:28]=[CH:29][C:30]=1[C:31]([O:33][CH2:34][CH3:35])=[O:32])[CH3:23]. Reported procedure: Prepared from 6-methyl-α-phenyl-2-piperidino-benzylamine and 3-ethoxy-4-ethoxycarbonyl-phenylacetic acid. Starting materials: FC1=CC=C(C(=O)N)C=C1 (4-fluorobenzamide), BrC(C(C(=O)OCC)=O)CC (ethyl 3-bromo-2-oxo-pentanoate). The product is C(C)C1=C(N=C(O1)C1=CC=C(C=C1)F)C(=O)O (5-ethyl-2-(4-fluorophenyl)-1,3-oxazole-4-carboxylic acid), intermediate 3C. The yield is 22.0%. As a reaction SMILES: [F:1][C:2]1[CH:10]=[CH:9][C:5]([C:6]([NH2:8])=[O:7])=[CH:4][CH:3]=1.Br[CH:12]([CH2:20][CH3:21])[C:13](=O)[C:14]([O:16]CC)=[O:15]>>[CH2:20]([C:12]1[O:7][C:6]([C:5]2[CH:9]=[CH:10][C:2]([F:1])=[CH:3][CH:4]=2)=[N:8][C:13]=1[C:14]([OH:16])=[O:15])[CH3:21]. Procedure: The title compound was prepared from 6.5 9 of 4-fluorobenzamide and 6.08 g of ethyl 3-bromo-2-oxo-pentanoate (as described in example 2B) to give 1.55 g (22%) of intermediate 3C as a solid: 1H NMR (CDCl3, 300 MHz) δ8.12-8.08 (m, 2H), 7.23-7.17 (m, 2H), 3.19 (q, 2H, J=7.5), 1.40 (t, 3H, J=7.5). The reactants are O=C1N(CCCC1(C1=CC=CC=C1)C1=CC=CC=C1)CC(=O)N1CCC(CC1)NC(OC(C)(C)C)=O (tert-butyl 1-(2-(2-oxo-3,3-diphenylpiperidin-1-yl)acetyl)piperidin-4-ylcarbamate), FC(C(=O)O)(F)F (trifluoroacetic acid). Run in C(Cl)Cl (methylene chloride). The product is NC1CCN(CC1)C(CN1C(C(CCC1)(C1=CC=CC=C1)C1=CC=CC=C1)=O)=O (1-(2-(4-aminopiperidin-1-yl)-2-oxoethyl)-3,3-diphenylpiperidin-2-one). Reaction SMILES: [O:1]=[C:2]1[C:7]([C:14]2[CH:19]=[CH:18][CH:17]=[CH:16][CH:15]=2)([C:8]2[CH:13]=[CH:12][CH:11]=[CH:10][CH:9]=2)[CH2:6][CH2:5][CH2:4][N:3]1[CH2:20][C:21]([N:23]1[CH2:28][CH2:27][CH:26]([NH:29]C(=O)OC(C)(C)C)[CH2:25][CH2:24]1)=[O:22].FC(F)(F)C(O)=O>C(Cl)Cl>[NH2:29][CH:26]1[CH2:27][CH2:28][N:23]([C:21](=[O:22])[CH2:20][N:3]2[CH2:4][CH2:5][CH2:6][C:7]([C:14]3[CH:19]=[CH:18][CH:17]=[CH:16][CH:15]=3)([C:8]3[CH:9]=[CH:10][CH:11]=[CH:12][CH:13]=3)[C:2]2=[O:1])[CH2:24][CH2:25]1. Procedure details: The product from Example 87A was dissolved in methylene chloride (5 mL) and treated with trifluoroacetic acid (2 mL) at room temperature for 1 hour. Then the reaction mixture was concentrated, partitioned between methylene chloride and an aqueous solution of sodium bicarbonate. The organic layer was separated, dried over magnesium sulfate, and concentrated to yield the title compound. MS (ESI+) m/z 391 (M+H)+.